From a dataset of the Open Reaction Database (ORD), a public repository of structured organic reaction records. describe an organic reaction: reactants, conditions, products, and yield The reactants are ClC=1C(=C(C(N(C1C)C)=O)C(=O)OCC)O (ethyl 5-chloro-1,6-dimethyl-4-hydroxy-2-oxo-1,2-dihydropyridine-3-carboxylate), NC=1NC2=C(N1)C=CC=C2 (2-amino-benzimidazole), BrC1=CC=CC=C1 (bromobenzene), resultant mixture. The solvent is CCCCCC (hexane). Reaction conditions: time 9.5 hour. Product: N1=C(NC2=C1C=CC=C2)NC(=O)C=2C(N(C(=C(C2O)Cl)C)C)=O (N-(2-benzimidazolyl)-5-chloro-1,6-dimethyl-4-hydroxy-2-oxo-1,2-dihydropyridine-3-carboxamide). Yield: 82.5%. RXN SMILES: [Cl:1][C:2]1[C:3]([OH:16])=[C:4]([C:11]([O:13]CC)=O)[C:5](=[O:10])[N:6]([CH3:9])[C:7]=1[CH3:8].[NH2:17][C:18]1[NH:19][C:20]2[CH:26]=[CH:25][CH:24]=[CH:23][C:21]=2[N:22]=1.BrC1C=CC=CC=1>CCCCCC>[N:19]1[C:20]2[CH:26]=[CH:25][CH:24]=[CH:23][C:21]=2[NH:22][C:18]=1[NH:17][C:11]([C:4]1[C:5](=[O:10])[N:6]([CH3:9])[C:7]([CH3:8])=[C:2]([Cl:1])[C:3]=1[OH:16])=[O:13]. Reported procedure: 199 mg of ethyl 5-chloro-1,6-dimethyl-4-hydroxy-2-oxo-1,2-dihydropyridine-3-carboxylate and 98 mg of 2-amino-benzimidazole were added to 2 ml of bromobenzene, then, the mixture was stirred for 9.5 hours under heat refluxing condition. The reaction mixture was cooled to room temperature, then, hexane was added to this and the resultant mixture was allowed to stand still. The resulting solid was collected by filtration, and washed with a mixture of t-butyl methyl ether and n-hexane and dried to ob... Reaction SMILES: [CH3:1][C:2]1[CH:7]=[CH:6][C:5]([N:8]=[C:9]=[O:10])=[CH:4][CH:3]=1.[NH2:11][C:12](=[N:15][C:16](=O)[O:17]C)[S:13][CH3:14].C[O-].[Na+].Cl>C(Cl)Cl>[CH3:1][C:2]1[CH:7]=[CH:6][C:5]([N:8]2[C:16](=[O:17])[NH:15][CH:12]([S:13][CH3:14])[NH:11][C:9]2=[O:10])=[CH:4][CH:3]=1 |f:2.3|. Reaction conditions: time 2 hour. Solvent: C(Cl)Cl (methylene chloride). Yield: 80.9%. Yields the product CC1=CC=C(C=C1)N1C(NC(NC1=O)SC)=O (3-(4-methylphenyl)-6-methylthiotetrahydro-1,3,5-triazine-2,4-dione). Reactants: Cl (hydrochloric acid), CC1=CC=C(C=C1)N=C=O (4-Methylphenylisocyanate), NC(SC)=NC(OC)=O (methyl N-[1-amino-1-(methylthio)methylene]carbamate), C[O-].[Na+] (sodium methoxide). Procedure details: 4-Methylphenylisocyanate (19.0 g.) was added during 10 minutes to a solution of methyl N-[1-amino-1-(methylthio)methylene]carbamate (21.2 g.) in methylene chloride (200 ml.). After 2 hours of stirring, sodium methoxide [obtained by dissolving sodium (3.5 g.) in methanol (30 ml.)] was added at 15°-20° C. The subsequent mixture was stirred at that temperature for 18 hours and the resultant solid collected by filtration and dissolved in water (200 ml.). The solution obtained was acidified with conc... Reactants: N(=O)[O-].[Na+] (Sodium nitrite), C(C)(C)C1=C(N)C(=CC=C1)C (2-isopropyl-6-methylanilin), Br (hydrobromic acid), Br (hydrobromic acid), CCCCCC (Hexane). Reagents/catalysts: [Cu]Br (copper(I)bromide). Run in O (water). Reaction conditions: temperature 5 celsius, time 30 minute. Yields the product BrC1=C(C=CC=C1C)C(C)C (1-bromo-2-isopropyl-6-methylbenzene). The yield is 32.0%. RXN SMILES: [CH:1]([C:4]1[CH:10]=[CH:9][CH:8]=[C:7]([CH3:11])[C:5]=1N)([CH3:3])[CH3:2].N([O-])=O.[Na+].CCCCCC.[BrH:22]>O.[Cu]Br>[Br:22][C:5]1[C:7]([CH3:11])=[CH:8][CH:9]=[CH:10][C:4]=1[CH:1]([CH3:3])[CH3:2] |f:1.2|. Procedure: 2-isopropyl-6-methylanilin (14.9 g, 0.1 mol) was solved in conc hydrobromic acid (40 ml) and the mixture was cooled to 5° C. Sodium nitrite (7.0 g, 0.1 mol) in water (15 ml) was added so that the temperature was below 10° C. A solution of copper(I)bromide in conc hydrobromic acid (10 ml) was added to the reaction mixture and the temperature was allowed to raise to room temperature. The mixture was stirred for 1 h. at room temperature and 30 min at 40° C. Hexane was added and the organic layer wa... Reactants: CCOC(=O)C(CSC)NC(=O)C(Cc1ccccc1)NC(=O)OC(C)(C)C, CCOC(C)=O, Cl. Yields the product CSCC1NC(=O)C(Cc2ccccc2)NC1=O. Reaction SMILES: [CH2:1]([O:2][C:3](=[O:4])[CH:5]([NH:6][C:7]([CH:8]([NH:9][C:10](=[O:11])[O:12][C:13]([CH3:14])([CH3:15])[CH3:16])[CH2:17][c:18]1[cH:19][cH:20][cH:21][cH:22][cH:23]1)=[O:24])[CH2:25][S:26][CH3:27])[CH3:28].[CH3:30][CH2:31][O:32][C:33](=[O:34])[CH3:35].[ClH:29]>>[CH:5]1([CH2:25][S:26][CH3:27])[NH:6][C:7](=[O:24])[CH:8]([CH2:17][c:18]2[cH:19][cH:20][cH:21][cH:22][cH:23]2)[NH:9][C:10]1=[O:11].